Dataset: the Open Reaction Database (ORD), a public repository of structured organic reaction records. Task: describe an organic reaction: reactants, conditions, products, and yield Starting materials: COc1ccc2nc(CBr)ccc2c1, CC(=O)OC(C)(C)C, [Li]CCCC, CC(C)[N-]C(C)C, CC(C)NC(C)C, [Li+], C1CCOC1. The product is COc1ccc2nc(CCC(=O)OC(C)(C)C)ccc2c1. Reaction SMILES: [Br:29][CH2:30][c:31]1[n:32][c:33]2[cH:34][cH:35][c:36]([O:41][CH3:42])[cH:37][c:38]2[cH:39][cH:40]1.[C:21]([CH3:22])(=[O:23])[O:24][C:25]([CH3:26])([CH3:27])[CH3:28].[CH2:8]([Li:9])[CH2:10][CH2:11][CH3:12].[CH:13]([N-:14][CH:15]([CH3:16])[CH3:17])([CH3:18])[CH3:19].[CH:1]([NH:2][CH:3]([CH3:4])[CH3:5])([CH3:6])[CH3:7].[Li+:20].[O:43]1[CH2:44][CH2:45][CH2:46][CH2:47]1>>[C:21]([CH2:22][CH2:30][c:31]1[n:32][c:33]2[cH:34][cH:35][c:36]([O:41][CH3:42])[cH:37][c:38]2[cH:39][cH:40]1)(=[O:23])[O:24][C:25]([CH3:26])([CH3:27])[CH3:28]. The reagents and catalysts are catalyst. Procedure: 200 g of HF were passed over 140 ml of this catalyst at 360° C. in the course of 6 hours. 102 g of hexachlorocyclopentadiene, 170 g of HF and 23 g of chlorine were then passed over at 350° C. in the course of 5 hours. The reaction gases were condensed in ice-water. 85.4 g of an organic phase which contained 60.5% of 1,2-dichloro-3,3,4,4,5,5-pentafluorocyclopent-1-ene, 23.5% of 1,2,4-trichloro-3,3,4,5,5-pentafluorocyclopent-1-ene (and isomers as in Example 1) and 9.7% of 1,2,4,4-tetrachloro-3,3,5... The solvent is ice water. Isolated yield 9.7%. Starting materials: ClC1=C(C(C(C1(F)F)(F)Cl)(F)F)Cl (1,2,4-trichloro-3,3,4,5,5-pentafluorocyclopent-1-ene), ClC1(C(=C(C(=C1Cl)Cl)Cl)Cl)Cl (hexachlorocyclopentadiene), 1,2-dichloro-3,3,4,4,5,5-pentafluorocyclopent-1-ene, ClCl (chlorine), organic phase. Yields the product ClC1=C(C(C(C1(F)F)(Cl)Cl)(F)F)Cl (1,2,4,4-tetrachloro-3,3,5,5-tetrafluorocyclopent-1-ene). As a reaction SMILES: [Cl:1]C1(Cl)C(Cl)=C(Cl)C(Cl)=C1Cl.ClCl.[Cl:14][C:15]1[C:19]([F:21])([F:20])[C:18]([Cl:23])(F)[C:17]([F:25])([F:24])[C:16]=1[Cl:26]>>[Cl:14][C:15]1[C:19]([F:21])([F:20])[C:18]([Cl:1])([Cl:23])[C:17]([F:25])([F:24])[C:16]=1[Cl:26]. Starting materials: C(C)(=O)[O-].[NH4+] (ammonium acetate), [BH3-]C#N.[Na+] (NaCNBH3), O=C1C2(CCCC2)CCCC1C(=O)OC (methyl 6-oxospiro[4.5]decane-7-carboxylate). Run in CO (MeOH). Reaction conditions: time 24 hour. The product is NC1C2(CCCC2)CCCC1C(=O)OC (methyl 6-aminospiro[4.5]decane-7-carboxylate). RXN SMILES: O=[C:2]1[CH:11]([C:12]([O:14][CH3:15])=[O:13])[CH2:10][CH2:9][CH2:8][C:3]21[CH2:7][CH2:6][CH2:5][CH2:4]2.C([O-])(=O)C.[NH4+].[BH3-]C#[N:23].[Na+]>CO>[NH2:23][CH:2]1[CH:11]([C:12]([O:14][CH3:15])=[O:13])[CH2:10][CH2:9][CH2:8][C:3]21[CH2:7][CH2:6][CH2:5][CH2:4]2 |f:1.2,3.4|. Procedure: In a flask containing methyl 6-oxospiro[4.5]decane-7-carboxylate, 60, (4.10 g, 19.50 mmol) in MeOH (35 mL) was added ammonium acetate (10.52 g, 136.50 mmol) and NaCNBH3 (1.47 g, 23.40 mmol). The mixture was stirred at room temperature for 24 hrs. GCMS showed conversion to product SM (Rt=12.3 min, E+=211), product (Rt=12.6 min, ES+=212 [major] and Rt=12.45 min, ES+=212 [minor]). The solvent was evaporated, HCl (1N) was added and the aqueous phase was extracted with EtOAc. The organic phase was ne... The reactants are CC1NCCC2=CC=CC=C12 (1-methyl-1,2,3,4-tetrahydroisoquinoline), C(C(C)O)O (1,2-propylene glycol), CC=1C(=NC(=NC1C)NC1=CC=C(C=C1)F)N1C(C2=CC=CC=C2CC1)C (5,6-dimethyl-2-(4-fluorophenylamino)-4-(1-methyl-1,2,3,4-tetrahydroisoquinolin-2-yl)pyrimidine), ClC1=NC(=NC(=C1C)C)NC1=CC=C(C=C1)F (4-chloro-2-(4-fluorophenylamino)-5,6-dimethylpyrimidine). Run in C(C)N(CC)CC (triethylamine). Product: Cl.CC=1C(=NC(=NC1C)NC1=CC=C(C=C1)F)N1C(C2=CC=CC=C2CC1)C (5,6-dimethyl-2-(4-fluorophenylamino)-4-(1-methyl-1,2,3,4-tetrahydroisoquinolin-2-yl)pyrimidine hydrochloride). The yield is 57.1%. Reaction SMILES: CC1C2C(=CC=CC=2)CCN1.C(O)C(O)C.[Cl:17]C1C(C)=C(C)N=C(NC2C=CC(F)=CC=2)N=1.[CH3:34][C:35]1[C:36]([N:50]2[CH2:59][CH2:58][C:57]3[C:52](=[CH:53][CH:54]=[CH:55][CH:56]=3)[CH:51]2[CH3:60])=[N:37][C:38]([NH:42][C:43]2[CH:48]=[CH:47][C:46]([F:49])=[CH:45][CH:44]=2)=[N:39][C:40]=1[CH3:41]>C(N(CC)CC)C>[ClH:17].[CH3:34][C:35]1[C:36]([N:50]2[CH2:59][CH2:58][C:57]3[C:52](=[CH:53][CH:54]=[CH:55][CH:56]=3)[CH:51]2[CH3:60])=[N:37][C:38]([NH:42][C:43]2[CH:48]=[CH:47][C:46]([F:49])=[CH:45][CH:44]=2)=[N:39][C:40]=1[CH3:41] |f:5.6|. Procedure details: 75 ml of triethylamine and 65 g (442 mmole) of 1-methyl-1,2,3,4-tetrahydroisoquinoline were added to 100 ml of 1,2-propylene glycol. 100.9 g (0.40 mmole) of 4-chloro-2-(4-fluorophenylamino)-5,6-dimethylpyrimidine was added thereto and then reacted at 120° C. for 64 hours under refluxing to prepare 5,6-dimethyl-2-(4-fluorophenylamino)-4-(1-methyl-1,2,3,4-tetrahydroisoquinolin-2-yl)pyrimidine. This product was treated according to the procedure detailed in Example 14 to obtain 91 g of purified 5,6... Reactants: CN(C=O)C (N,N-Dimethylformamide), C([O-])([O-])=O.[K+].[K+] (potassium carbonate), IC1=NC(=CC=C1OC1=CC=NC2=CC(=C(C=C12)OC)OC)C (4-[(2-Iodo-6-methyl-3-pyridyl)oxy]-6,7-dimethoxyquinoline), IC1=NC(=CC=C1OC1=CC=NC2=CC(=C(C=C12)OC)OC)C (4-[(2-Iodo-6-methyl-3-pyridyl)oxy]-6,7-dimethoxyquinoline), tetrakistriphenylphosphine palladium, N1=CC(=CC=C1)B(O)O (3-pyridylboronic acid). Run in C(C)O (ethanol), O (water). Run at temperature 70 celsius, time 3 hour. Product: COC=1C=C2C(=CC=NC2=CC1OC)OC=1C(=NC(=CC1)C)C=1C=NC=CC1 (3-(6,7-Dimethoxy-quinolin-4-yloxy)-6-methyl-[2,3′]bipyridine). The yield is 74.6%. RXN SMILES: CN(C)C=O.C(=O)([O-])[O-].[K+].[K+].I[C:13]1[C:18]([O:19][C:20]2[C:29]3[C:24](=[CH:25][C:26]([O:32][CH3:33])=[C:27]([O:30][CH3:31])[CH:28]=3)[N:23]=[CH:22][CH:21]=2)=[CH:17][CH:16]=[C:15]([CH3:34])[N:14]=1.[N:35]1[CH:40]=[CH:39][CH:38]=[C:37](B(O)O)[CH:36]=1>O.C(O)C>[CH3:31][O:30][C:27]1[CH:28]=[C:29]2[C:24](=[CH:25][C:26]=1[O:32][CH3:33])[N:23]=[CH:22][CH:21]=[C:20]2[O:19][C:18]1[C:13]([C:37]2[CH:36]=[N:35][CH:40]=[CH:39][CH:38]=2)=[N:14][C:15]([CH3:34])=[CH:16][CH:17]=1 |f:1.2.3|. Procedure details: N,N-Dimethylformamide (1 ml), ethanol (0.5 ml), and a 2 M aqueous potassium carbonate solution (1 ml) were added to 4-(2-iodo-6-methyl-pyridin-3-yloxy)-6,7-dimethoxy-quinoline (compound 116) (50 mg), tetrakistriphenylphosphine palladium (14 mg), and 3-pyridylboronic acid (44 mg) under an argon atmosphere, and the mixture was stirred at 70° C. for 3 hr. The reaction solution was cooled to room temperature, water was then added to the reaction solution, and the mixture was extracted with ethyl ace... Starting materials: FC1=C(C=CC=C1)S(=O)(=O)Cl (2-fluorobenzenesulfonylchloride), BrC=1C=C2C=3CCCC(C3NC2=CC1)N (6-bromo-2,3,4,9-tetrahydro-1H-carbazol-1-amine). Yields the product BrC=1C=C2C=3CCCC(C3NC2=CC1)NS(=O)(=O)C1=C(C=CC=C1)F (N-(6-bromo-2,3,4,9-tetrahydro-1H-carbazol-1-yl)-2-fluorobenzenesulfonamide). RXN SMILES: [F:1][C:2]1[CH:7]=[CH:6][CH:5]=[CH:4][C:3]=1[S:8](Cl)(=[O:10])=[O:9].[Br:12][C:13]1[CH:14]=[C:15]2[C:23](=[CH:24][CH:25]=1)[NH:22][C:21]1[CH:20]([NH2:26])[CH2:19][CH2:18][CH2:17][C:16]2=1>>[Br:12][C:13]1[CH:14]=[C:15]2[C:23](=[CH:24][CH:25]=1)[NH:22][C:21]1[CH:20]([NH:26][S:8]([C:3]3[CH:4]=[CH:5][CH:6]=[CH:7][C:2]=3[F:1])(=[O:10])=[O:9])[CH2:19][CH2:18][CH2:17][C:16]2=1. Procedure: N-(6-bromo-2,3,4,9-tetrahydro-1H-carbazol-1-yl)-2-fluorobenzenesulfonamide was prepared from 2-fluorobenzenesulfonylchloride and 6-bromo-2,3,4,9-tetrahydro-1H-carbazol-1-amine in a similar manner as described above to give a white solid: 1H-NMR (CDCl3): δ 8.56 (s, 1H), 8.00 (m, 1H), 7.65 (m, 1H), 7.58 (m, 1H), 7.2-7.4 (m, 3H), 5.04 (d, 1H), 4.60 (m, 1H), 2.65 (m, 2H), 1.6-2.1 (m, 4H); MS m/z 421 (M−1). Starting materials: FC1=CC=C(C=C1)[N+](=O)[O-] (1-fluoro-4-nitro-benzene), CN(CCNS(=O)(=O)C1=CC=CC=C1)C (N-(2-dimethylamino-ethyl)-benzenesulphonamide), [H-].[Na+] (sodium hydride). The product is CN(CCN(S(=O)(=O)C1=CC=CC=C1)C1=CC=C(C=C1)[N+](=O)[O-])C (4-[N-(2-dimethylamino-ethyl)-N-(phenylsulphonyl)-amino]-nitrobenzene). RXN SMILES: F[C:2]1[CH:7]=[CH:6][C:5]([N+:8]([O-:10])=[O:9])=[CH:4][CH:3]=1.[CH3:11][N:12]([CH3:25])[CH2:13][CH2:14][NH:15][S:16]([C:19]1[CH:24]=[CH:23][CH:22]=[CH:21][CH:20]=1)(=[O:18])=[O:17].[H-].[Na+]>>[CH3:11][N:12]([CH3:25])[CH2:13][CH2:14][N:15]([C:2]1[CH:7]=[CH:6][C:5]([N+:8]([O-:10])=[O:9])=[CH:4][CH:3]=1)[S:16]([C:19]1[CH:24]=[CH:23][CH:22]=[CH:21][CH:20]=1)(=[O:17])=[O:18] |f:2.3|. Procedure: Prepared from 1-fluoro-4-nitro-benzene, N-(2-dimethylamino-ethyl)-benzenesulphonamide and sodium hydride as base Reactants: CC#N, [F-], O=S(=O)(Cl)Cc1ccc(F)c(Oc2ccccc2)c1, [K+], O. The product is O=S(=O)(F)Cc1ccc(F)c(Oc2ccccc2)c1. RXN SMILES: [CH3:23][C:24]#[N:25].[F-:20].[F:1][c:2]1[c:3]([O:13][c:14]2[cH:15][cH:16][cH:17][cH:18][cH:19]2)[cH:4][c:5]([CH2:8][S:9](=[O:10])(=[O:11])[Cl:12])[cH:6][cH:7]1.[K+:21].[OH2:22]>>[F:1][c:2]1[c:3]([O:13][c:14]2[cH:15][cH:16][cH:17][cH:18][cH:19]2)[cH:4][c:5]([CH2:8][S:9](=[O:10])(=[O:11])[F:20])[cH:6][cH:7]1.